Dataset: the Open Reaction Database (ORD), a public repository of structured organic reaction records. Task: describe an organic reaction: reactants, conditions, products, and yield Solvent: C(OC)COC (dimethoxyethane). Starting materials: 4-(4,4,5,5-tetramethyl-1,3,2-dioxaboran-2-yl)phenol, [bis(diphenylphosphino)ferrocene]dichloropalladium, C([O-])([O-])=O.[K+].[K+] (potassium carbonate), O (water), NC=1C=CC(=C2CNC(C12)=O)Br (7-amino-4-bromoisoindolinone). Procedure: In a similar manner to Step 1 of Example 152, 7-amino-4-bromoisoindolinone (200 mg, 0.880 mmol) was dissolved in dimethoxyethane (14 mL); and the solution was treated with 4-(4,4,5,5-tetramethyl-1,3,2-dioxaboran-2-yl)phenol (387 mg, 1.76 mmol), [bis(diphenylphosphino)ferrocene]dichloropalladium (57.4 mg, 0.0704 mmol), potassium carbonate (607 mg, 4.40 mmol) and water (0.32 mL), followed by purification by slurry using chloroform to obtain 7-amino-4-(4-hydroxyphenyl)isoindolinone (192 mg, yield 9... Isolated yield 181.6%. As a reaction SMILES: [NH2:1][C:2]1[CH:3]=[CH:4][C:5](Br)=[C:6]2[C:10]=1[C:9](=[O:11])[NH:8][CH2:7]2.[C:13](=[O:16])([O-])[O-].[K+].[K+].O>C(COC)OC>[NH2:1][C:2]1[CH:3]=[CH:4][C:5]([C:2]2[CH:3]=[CH:4][C:13]([OH:16])=[CH:9][CH:10]=2)=[C:6]2[C:10]=1[C:9](=[O:11])[NH:8][CH2:7]2 |f:1.2.3|. Product: NC=1C=CC(=C2CNC(C12)=O)C1=CC=C(C=C1)O (7-amino-4-(4-hydroxyphenyl)isoindolinone). Starting materials: [OH-].[Na+] (sodium hydroxide), C(=O)NC1=C(C=C(C=C1)C)[N+](=O)[O-] (N-formyl-4-methyl-2-nitroaniline), ClC1=NC(=NC(=N1)OC)OC (2-chloro-4,6-dimethoxy-[1,3,5]triazine), [H-].[Na+] (sodium hydride). The solvent is O1CCCC1 (tetrahydrofuran). Run at time 10 minute. The product is COC1=NC(=NC(=N1)OC)NC1=C(C=C(C=C1)C)[N+](=O)[O-] (N-(4,6-dimethoxy-[1,3,5]triazin-2-yl)-4-methyl-2-nitroaniline). Isolated yield 86.1%. RXN SMILES: [CH:1]([NH:3][C:4]1[CH:9]=[CH:8][C:7]([CH3:10])=[CH:6][C:5]=1[N+:11]([O-:13])=[O:12])=O.[H-].[Na+].ClC1[N:22]=[C:21]([O:23][CH3:24])[N:20]=[C:19]([O:25][CH3:26])[N:18]=1.[OH-].[Na+]>O1CCCC1>[CH3:26][O:25][C:19]1[N:20]=[C:21]([O:23][CH3:24])[N:22]=[C:1]([NH:3][C:4]2[CH:9]=[CH:8][C:7]([CH3:10])=[CH:6][C:5]=2[N+:11]([O-:13])=[O:12])[N:18]=1 |f:1.2,4.5|. Procedure: N-formyl-4-methyl-2-nitroaniline (7.2 g) was dissolved in tetrahydrofuran (50 ml), and sodium hydride (60% purity, oily) (2.0 g) was added thereto at room temperature. After stirring for 10 minutes, 2-chloro-4,6-dimethoxy-[1,3,5]triazine (7.0 g) was added at room temperature, followed by stirring for 3 hours. A 10% aqueous sodium hydroxide solution was added thereto, and the crystals were collected by filtration, washed with water and dried to obtain 10.0 g of the desired product as a yellow pow... The reactants are ClC1=CC=C(C=C1)O (p-chlorophenol), FC1=CC=C(C=C1)O (p-fluorophenol), C(#N)CCNC(C(C)(C)Br)=O (N-Cyanoethyl α -bromo-isobutyramide). Product: C(#N)CCNC(C(C)(C)OC1=CC=C(C=C1)F)=O (N-cyanoethyl p-fluorophenoxy isobutyramide). As a reaction SMILES: ClC1C=CC(O)=CC=1.[F:9][C:10]1[CH:15]=[CH:14][C:13]([OH:16])=[CH:12][CH:11]=1.[C:17]([CH2:19][CH2:20][NH:21][C:22](=[O:27])[C:23](Br)([CH3:25])[CH3:24])#[N:18]>>[C:17]([CH2:19][CH2:20][NH:21][C:22](=[O:27])[C:23]([O:16][C:13]1[CH:14]=[CH:15][C:10]([F:9])=[CH:11][CH:12]=1)([CH3:25])[CH3:24])#[N:18]. Procedure: The procedure of Example 1 was repeated except that the p-chlorophenol was replaced by p-fluorophenol, which after the dodium treatment was reacted with N-Cyanoethyl α -bromo-isobutyramide. Starting materials: BrC1=CC(=C(N)C=C1)OC(F)(F)F (4-bromo-2-(trifluoromethoxy)aniline), FC1=CC2=C(SC(=C2C)S(=O)(=O)Cl)C=C1 (5-fluoro-3-methylbenzo[b]thiophene-2-sulphonyl chloride). Run in N1=CC=CC=C1 (pyridine). The product is BrC1=CC(=C(C=C1)NS(=O)(=O)C1=C(C2=C(S1)C=CC(=C2)F)C)OC(F)(F)F (5-Fluoro-3-methyl-benzo[b]thiophene-2-sulfonic acid(4-bromo-2-trifluoromethoxy-phenyl)-amide). Isolated yield 24.8%. RXN SMILES: [Br:1][C:2]1[CH:8]=[CH:7][C:5]([NH2:6])=[C:4]([O:9][C:10]([F:13])([F:12])[F:11])[CH:3]=1.[F:14][C:15]1[CH:28]=[CH:27][C:18]2[S:19][C:20]([S:23](Cl)(=[O:25])=[O:24])=[C:21]([CH3:22])[C:17]=2[CH:16]=1>N1C=CC=CC=1>[Br:1][C:2]1[CH:8]=[CH:7][C:5]([NH:6][S:23]([C:20]2[S:19][C:18]3[CH:27]=[CH:28][C:15]([F:14])=[CH:16][C:17]=3[C:21]=2[CH3:22])(=[O:25])=[O:24])=[C:4]([O:9][C:10]([F:11])([F:12])[F:13])[CH:3]=1. Reported procedure: This compound was prepared in analogy to Example 1, starting from 4-bromo-2-(trifluoromethoxy)aniline (CAS: 175278-09-8, 2.82 g) and 5-fluoro-3-methylbenzo[b]thiophene-2-sulphonyl chloride (0.265 g) in pyridine (2.0 ml) for 18 h to obtain the desired compound (0.12 g) as a colorless foam. MS (ISP): 501.0, 503.0 (M+NH4)+